Dataset: the Open Reaction Database (ORD), a public repository of structured organic reaction records. Task: describe an organic reaction: reactants, conditions, products, and yield The reactants are N1=C(C=CC=C1)C([C@H]1N(CCC1)C([C@@H](NC([C@@H](NC(=O)OC(C)(C)C)C)=O)C(C)C)=O)O (2-[(Pyridin-2-yl)hydroxymethyl]-1-{N-[N-(tertbutyloxycarbonyl)(L)-Alanyl]-(L)-Valinyl}-(2S)-pyrrolidine), TEA, C(C(=O)Cl)(=O)Cl (oxalylchloride), CS(=O)C (DMSO). Yields the product N1=C(C=CC=C1)C(=O)[C@H]1N(CCC1)C([C@@H](NC([C@@H](NC(=O)OC(C)(C)C)C)=O)C(C)C)=O (2-[(Pyridin-2-yl)carbonyl]-1-{N-[N-(tertbutyloxycarbonyl)(L)-Alanyl]-(L)-Valinyl}-(2S)-pyrrolidine). RXN SMILES: [N:1]1[CH:6]=[CH:5][CH:4]=[CH:3][C:2]=1[CH:7]([OH:32])[C@@H:8]1[CH2:12][CH2:11][CH2:10][N:9]1[C:13](=[O:31])[C@H:14]([CH:28]([CH3:30])[CH3:29])[NH:15][C:16](=[O:27])[C@H:17]([CH3:26])[NH:18][C:19]([O:21][C:22]([CH3:25])([CH3:24])[CH3:23])=[O:20].C(Cl)(=O)C(Cl)=O.CS(C)=O>>[N:1]1[CH:6]=[CH:5][CH:4]=[CH:3][C:2]=1[C:7]([C@@H:8]1[CH2:12][CH2:11][CH2:10][N:9]1[C:13](=[O:31])[C@H:14]([CH:28]([CH3:30])[CH3:29])[NH:15][C:16](=[O:27])[C@H:17]([CH3:26])[NH:18][C:19]([O:21][C:22]([CH3:24])([CH3:25])[CH3:23])=[O:20])=[O:32]. Reported procedure: 41 (0.29 g, 0.64 mmol), oxalylchloride (0.10 ml, 1.15 mmol), DMSO (0.11 ml, 1.59 mmol), TEA (0.36 ml, 2.55 mmol) Starting materials: CCC(C)=O, Cc1cc(C)cc(CCl)c1, CCOCC, Cc1cc(C)cc(C[Mg+])c1, [Cl-], [Mg]. The product is CCC(C)(O)Cc1cc(C)cc(C)c1. As a reaction SMILES: [CH2:23]([CH3:24])[C:25](=[O:26])[CH3:27].[CH3:13][c:14]1[cH:15][c:16]([CH2:21][Cl:22])[cH:17][c:18]([CH3:19])[cH:20]1.[CH3:28][CH2:29][O:30][CH2:31][CH3:32].[CH3:2][c:3]1[cH:4][c:5]([CH2:6][Mg+:7])[cH:8][c:9]([CH3:11])[cH:10]1.[Cl-:1].[Mg:12]>>[CH3:2][c:3]1[cH:4][c:5]([CH2:6][C:25]([CH2:23][CH3:24])([OH:26])[CH3:27])[cH:8][c:9]([CH3:11])[cH:10]1. Starting materials: [OH-].[K+] (potassium hydroxide), C(C)(C)NC(C)C (diisopropylamine), FC(C=1C=C(C=CC1)O)(F)F (m-trifluoromethylphenol), C[O-].[Na+] (sodium methoxide), BrC(C(=O)OC)C1=CC=C(C=C1)OCOC1=CC=C(C=C1)Cl (methyl bromo{p-[(p-chlorophenoxy)methoxy]phenyl}acetate). Run in CCCCCC (hexane), CCOCC (ether), C(C)O.O (ethanol water), C1=CC=CC=C1 (benzene), CO (methanol). Product: C(C)(C)NC(C)C.FC(C1=CC(=CC=C1)OC(C(=O)O)C1=CC=C(C=C1)OCOC1=CC=C(C=C1)Cl)(F)F ((α,α,α-Trifluoro-m-tolyloxy){p-[(p-chlorophenoxy)methoxy]phenyl}acetic acid diisopropylamine salt). Reaction SMILES: [F:1][C:2]([F:11])([F:10])[C:3]1[CH:4]=[C:5]([OH:9])[CH:6]=[CH:7][CH:8]=1.C[O-].[Na+].Br[CH:16]([C:21]1[CH:26]=[CH:25][C:24]([O:27][CH2:28][O:29][C:30]2[CH:35]=[CH:34][C:33]([Cl:36])=[CH:32][CH:31]=2)=[CH:23][CH:22]=1)[C:17]([O:19]C)=[O:18].[OH-].[K+].[CH:39]([NH:42][CH:43]([CH3:45])[CH3:44])([CH3:41])[CH3:40]>C1C=CC=CC=1.CCOCC.CCCCCC.C(O)C.O.CO>[CH:39]([NH:42][CH:43]([CH3:45])[CH3:44])([CH3:41])[CH3:40].[F:1][C:2]([F:10])([F:11])[C:3]1[CH:8]=[CH:7][CH:6]=[C:5]([O:9][CH:16]([C:21]2[CH:22]=[CH:23][C:24]([O:27][CH2:28][O:29][C:30]3[CH:31]=[CH:32][C:33]([Cl:36])=[CH:34][CH:35]=3)=[CH:25][CH:26]=2)[C:17]([OH:19])=[O:18])[CH:4]=1 |f:1.2,4.5,10.11,13.14|. Reported procedure: To a solution of 4.05 g of m-trifluoromethylphenol, 40 ml of methanol and 1.19 g of sodium methoxide is added 7.71 g of methyl bromo{p-[(p-chlorophenoxy)methoxy]phenyl}acetate in 10 ml of benzene. The mixture is refluxed for 21 hours and the solvent removed under reduced pressure. The residue is triturated with dichloromethane, filtered and the filtrate chromatographed on a column of silica gel (eluent methylene chloride). The main fraction is collected and the solvent removed under reduced pres... Run at time 40 minute. Reactants: C(C)SC1=NC(=CC(=N1)O)CCC (2-ethylthio-4-hydroxy-6-propylpyrimidine), [Cl-].ClC=[N+](C)C ((chloromethylene)-dimethylammonium chloride). RXN SMILES: [CH2:1]([S:3][C:4]1[N:9]=[C:8](O)[CH:7]=[C:6]([CH2:11][CH2:12][CH3:13])[N:5]=1)[CH3:2].[Cl-].[Cl:15]C=[N+](C)C>C(Cl)(Cl)Cl>[CH2:1]([S:3][C:4]1[N:9]=[C:8]([Cl:15])[CH:7]=[C:6]([CH2:11][CH2:12][CH3:13])[N:5]=1)[CH3:2] |f:1.2|. Isolated yield 85.6%. Yields the product C(C)SC1=NC(=CC(=N1)Cl)CCC (2-Ethylthio-4-chloro-6-propylpyrimidine). Procedure details: To the solution of 2-ethylthio-4-hydroxy-6-propylpyrimidine (406 mg) in CHCl3 (6 mL) was added (chloromethylene)-dimethylammonium chloride (Villsmier reagent) (786 mg). The reaction was stirred at room temperature under nitrogen for 40 min. Filtration through silica gel followed by removal of solvent provided 380 mg of the title compound as yellowish oil. 1H NMR (500 MHz, CDCl3): δ 6.81 (s, 1H); 3.17 (q, J=7.3 Hz, 2H); 2.65 (t, J=7.5 Hz, 2H); 1.76 (m, J=7.6 Hz, 2H); 1.41 (t, J=7.3 Hz, 3H); 0.99 ... Run in C(Cl)(Cl)Cl (CHCl3).